From a dataset of the Open Reaction Database (ORD), a public repository of structured organic reaction records. describe an organic reaction: reactants, conditions, products, and yield Reactants: BrBr (bromine), BrBr (bromine), C (DARCO), C1(=CC=CC=C1)C=1NC=C(C1C#N)C#N (2-phenyl-pyrrole-3,4-dicarbonitrile), BrBr (bromine). Solvent: C(Cl)(Cl)Cl (CHCl3), C(Cl)(Cl)Cl (CHCl3). Run at temperature -10 celsius, time 30 minute. Yields the product BrC=1NC(=C(C1C#N)C#N)C1=CC=CC=C1 (2-bromo-5-phenylpyrrole-3,4-dicarbonitrile). As a reaction SMILES: [C:1]1([C:7]2[NH:8][CH:9]=[C:10]([C:14]#[N:15])[C:11]=2[C:12]#[N:13])[CH:6]=[CH:5][CH:4]=[CH:3][CH:2]=1.[Br:16]Br.C>C(Cl)(Cl)Cl>[Br:16][C:9]1[NH:8][C:7]([C:1]2[CH:2]=[CH:3][CH:4]=[CH:5][CH:6]=2)=[C:11]([C:12]#[N:13])[C:10]=1[C:14]#[N:15]. Procedure: Under a nitrogen purge, 2-phenyl-pyrrole-3,4-dicarbonitrile (1.4 g; 0.0075 mol) is added to CHCl3 (35 mL), much of the solid dissolving. A solution of bromine (0.4 mL; 0.008 mol) in CHCl3 (5 mL) is added dropwise over 20 minutes. Initially the color is discharged rapidly, but as a new, gummy solid begins to precipitate, the color remains. After stirring 30 minutes at ambient, the mixture is brought to reflux, resulting in a much more discreet solid. After refluxing 90 minutes, the reaction mixtu... Reactants: CN(C)C=O, Cl, COC(=O)C(CCC(F)(F)C(F)(F)F)S(=O)(=O)CCC(F)(F)F, [H-], CI, [Na+]. Yields the product COC(=O)C(C)(CCC(F)(F)C(F)(F)F)S(=O)(=O)CCC(F)(F)F. Reaction SMILES: [CH3:29][N:30]([CH3:31])[CH:32]=[O:33].[ClH:28].[F:3][C:4]([CH2:5][CH2:6][CH:7]([C:8](=[O:9])[O:10][CH3:11])[S:12](=[O:13])(=[O:14])[CH2:15][CH2:16][C:17]([F:18])([F:19])[F:20])([C:21]([F:22])([F:23])[F:24])[F:25].[H-:26].[I:1][CH3:2].[Na+:27]>>[CH3:2][C:7]([CH2:6][CH2:5][C:4]([F:3])([C:21]([F:22])([F:23])[F:24])[F:25])([C:8](=[O:9])[O:10][CH3:11])[S:12](=[O:13])(=[O:14])[CH2:15][CH2:16][C:17]([F:18])([F:19])[F:20]. Starting materials: ClCCl, [Na+], [Na+], [Na+], O=C([O-])O, CCOC(=O)C1CC2(CCC(O)CC2)CN1C(=O)OCc1ccccc1, O=S([O-])([O-])=S. Yields the product CCOC(=O)C1CC2(CCC(=O)CC2)CN1C(=O)OCc1ccccc1. As a reaction SMILES: [Cl:39][CH2:40][Cl:41].[Na+:32].[Na+:33].[Na+:38].[O-:34][C:35]([OH:36])=[O:37].[OH:1][CH:2]1[CH2:3][CH2:4][C:5]2([CH2:6][CH:7]([C:20](=[O:21])[O:22][CH2:23][CH3:24])[N:8]([C:10](=[O:11])[O:12][CH2:13][c:14]3[cH:15][cH:16][cH:17][cH:18][cH:19]3)[CH2:9]2)[CH2:25][CH2:26]1.[S:27]([O-:28])([O-:29])(=[O:30])=[S:31]>>[O:1]=[C:2]1[CH2:3][CH2:4][C:5]2([CH2:6][CH:7]([C:20](=[O:21])[O:22][CH2:23][CH3:24])[N:8]([C:10](=[O:11])[O:12][CH2:13][c:14]3[cH:15][cH:16][cH:17][cH:18][cH:19]3)[CH2:9]2)[CH2:25][CH2:26]1. The reactants are O=C1CCC(=O)N1Cl, Cl, COC(=O)C(CCC(F)(F)C(F)(F)C(F)(F)F)S(=O)(=O)CCC(F)(F)F, [H-], [Na+], C1CCOC1. Product: COC(=O)C(Cl)(CCC(F)(F)C(F)(F)C(F)(F)F)S(=O)(=O)CCC(F)(F)F. Reaction SMILES: [Cl:29][N:30]1[C:31](=[O:32])[CH2:33][CH2:34][C:35]1=[O:36].[ClH:37].[F:1][C:2]([CH2:3][CH2:4][CH:5]([C:6](=[O:7])[O:8][CH3:9])[S:10](=[O:11])(=[O:12])[CH2:13][CH2:14][C:15]([F:16])([F:17])[F:18])([C:19]([C:20]([F:21])([F:22])[F:23])([F:24])[F:25])[F:26].[H-:27].[Na+:28].[O:38]1[CH2:39][CH2:40][CH2:41][CH2:42]1>>[F:1][C:2]([CH2:3][CH2:4][C:5]([C:6](=[O:7])[O:8][CH3:9])([S:10](=[O:11])(=[O:12])[CH2:13][CH2:14][C:15]([F:16])([F:17])[F:18])[Cl:29])([C:19]([C:20]([F:21])([F:22])[F:23])([F:24])[F:25])[F:26]. Starting materials: Cl (hydrochloric acid), C(C(=O)Cl)(=O)Cl (oxalyl chloride), FC=1C=C(OCCC(=O)O)C=C(C1)F (3-(3,5-Difluorophenoxy)propanoic acid), [Cl-].[Cl-].[Cl-].[Al+3] (aluminum trichloride). The solvent is ClCCl (dichloromethane), ClCCl (dichloromethane), CN(C)C=O (DMF). Reaction conditions: time 3 hour. Product: FC1=C2C(CCOC2=CC(=C1)F)=O (5,7-Difluoro-2,3-dihydro-4H-chromen-4-one). RXN SMILES: C(Cl)(=O)C(Cl)=O.[F:7][C:8]1[CH:9]=[C:10]([CH:17]=[C:18]([F:20])[CH:19]=1)[O:11][CH2:12][CH2:13][C:14]([OH:16])=O.[Cl-].[Cl-].[Cl-].[Al+3].Cl>ClCCl.CN(C=O)C>[F:20][C:18]1[CH:19]=[C:8]([F:7])[CH:9]=[C:10]2[C:17]=1[C:14](=[O:16])[CH2:13][CH2:12][O:11]2 |f:2.3.4.5|. Procedure details: 0.5 ml of DMF and 7.35 ml (84.29 mmol) of oxalyl chloride were slowly added dropwise to a solution of 11.36 g (42.15 mmol) of the compound from Example 169A in 400 ml of dichloromethane at RT. After stirring at RT for 3 h, the solvents were removed in a rotary evaporator, and the residue was again taken up in 200 ml of dichloromethane. 6.74 g (50.57 mmol) of aluminum trichloride were added in portions to the reaction mixture, and the mixture was stirred for 1 h. 150 ml of 2N hydrochloric acid an... Reactants: CCN(C(C)C)C(C)C, Cl, CC1(C)CCC(c2cc(F)cc(F)c2)NC1, O=C(O)c1cc(Nc2ccc3c(c2)CC2(C3)C(=O)Nc3ncccc32)ncn1, CN(C)C=O. Product: CC1(C)CCC(c2cc(F)cc(F)c2)N(C(=O)c2cc(Nc3ccc4c(c3)CC3(C4)C(=O)Nc4ncccc43)ncn2)C1. RXN SMILES: [CH:46]([N:47]([CH2:48][CH3:49])[CH:50]([CH3:51])[CH3:52])([CH3:53])[CH3:54].[ClH:1].[F:30][c:31]1[cH:32][c:33]([CH:38]2[NH:39][CH2:40][C:41]([CH3:44])([CH3:45])[CH2:42][CH2:43]2)[cH:34][c:35]([F:37])[cH:36]1.[O:2]=[C:3]1[NH:4][c:5]2[n:6][cH:7][cH:8][cH:9][c:10]2[C:11]12[CH2:12][c:13]1[cH:14][cH:15][c:16]([NH:20][c:21]3[cH:22][c:23]([C:27](=[O:28])[OH:29])[n:24][cH:25][n:26]3)[cH:17][c:18]1[CH2:19]2.[O:55]=[CH:56][N:57]([CH3:58])[CH3:59]>>[O:2]=[C:3]1[NH:4][c:5]2[n:6][cH:7][cH:8][cH:9][c:10]2[C:11]12[CH2:12][c:13]1[cH:14][cH:15][c:16]([NH:20][c:21]3[cH:22][c:23]([C:27](=[O:29])[N:39]4[CH:38]([c:33]5[cH:32][c:31]([F:30])[cH:36][c:35]([F:37])[cH:34]5)[CH2:43][CH2:42][C:41]([CH3:44])([CH3:45])[CH2:40]4)[n:24][cH:25][n:26]3)[cH:17][c:18]1[CH2:19]2. Reported procedure: A mixture of 3.0 g (0.0116 mole) of (2-amino-4,5-dimethylphenyl)-(2-chlorophenyl)-methanone (Xw), 2.0 g (0.0116 mole) of 4-amino-5-chloro-3-methyl-1-(2-propenyl)-1H-pyrazole (XIII), 2.21 g (0.0116 mole) of p-toluenesulfonic acid monohydrate and 40 mL of isopropanol was heated in a sealed tube at 170° C. for 90 minutes. The mixture was concentrated under reduced pressure, and the residue was diluted with ethyl acetate and then washed twice with saturated sodium bicarbonate solution. The aqueous w... The reactants are NC1=C(C=C(C(=C1)C)C)C(=O)C1=C(C=CC=C1)Cl ((2-amino-4,5-dimethylphenyl)-(2-chlorophenyl)-methanone), NC=1C(=NN(C1Cl)CC=C)C (4-amino-5-chloro-3-methyl-1-(2-propenyl)-1H-pyrazole), O.C1(=CC=C(C=C1)S(=O)(=O)O)C (p-toluenesulfonic acid monohydrate). Yields the product ClC1=C(C=CC=C1)C1=NC=2C(=NC3=C1C=C(C(=C3)C)C)N(NC2C)CC=C (5-(2-chlorophenyl)-1,2-dihydro-3,7,8-trimethyl-1-(2-propenyl)-pyrazolo[3,4-b][1,4]benzodiazepine). Run in C(C)(C)O (isopropanol). Run at temperature 170 celsius. As a reaction SMILES: [NH2:1][C:2]1[CH:7]=[C:6]([CH3:8])[C:5]([CH3:9])=[CH:4][C:3]=1[C:10]([C:12]1[CH:17]=[CH:16][CH:15]=[CH:14][C:13]=1[Cl:18])=O.[NH2:19][C:20]1[C:21]([CH3:29])=[N:22][N:23]([CH2:26][CH:27]=[CH2:28])[C:24]=1Cl.O.C1(C)C=CC(S(O)(=O)=O)=CC=1>C(O)(C)C>[Cl:18][C:13]1[CH:14]=[CH:15][CH:16]=[CH:17][C:12]=1[C:10]1[C:3]2[CH:4]=[C:5]([CH3:9])[C:6]([CH3:8])=[CH:7][C:2]=2[N:1]=[C:24]2[N:23]([CH2:26][CH:27]=[CH2:28])[NH:22][C:21]([CH3:29])=[C:20]2[N:19]=1 |f:2.3|. The reactants are O.O.O=C1NC2=CC=C(C=C2C1=O)S(=O)(=O)[O-].[Na+] (sodium 2,3-dioxoindoline-5-sulfonate dihydrate), O=P(Cl)(Cl)Cl (POCl3), S1(=O)(=O)CCCC1 (sulfolane). The solvent is O (water). Run at temperature 60 celsius. The product is O=C1NC2=CC=C(C=C2C1=O)S(=O)(=O)Cl (2,3-dioxoindoline-5-sulfonyl chloride). Yield: 81.7%. Reaction SMILES: O.O.[O:3]=[C:4]1[C:12](=[O:13])[C:11]2[C:6](=[CH:7][CH:8]=[C:9]([S:14]([O-:17])(=O)=[O:15])[CH:10]=2)[NH:5]1.[Na+].O=P(Cl)(Cl)[Cl:21].S1(CCCC1)(=O)=O>O>[O:3]=[C:4]1[C:12](=[O:13])[C:11]2[C:6](=[CH:7][CH:8]=[C:9]([S:14]([Cl:21])(=[O:17])=[O:15])[CH:10]=2)[NH:5]1 |f:0.1.2.3|. Procedure: A suspension of sodium 2,3-dioxoindoline-5-sulfonate dihydrate (5.0 g, 17.53 mmol) and POCl3 (8.17 ml, 88 mmol) in sulfolane (25 ml, 264 mmol) was heated at 60° C. for 3 hours. The solution was cooled to 0° C. and water (60 ml) was added drop wise; the green precipitate was filtered and washed with a small amount of water. The solid was dissolved in ethyl acetate and washed three times with water; the organic phase was then dried over sodium sulfate and evaporated to give a crude solid that was ... The reactants are υmax(CH2Cl2), δ(CDCl3), C(C)(=O)OCC (ethyl acetate), λmax(EtOH), carbapenem, C(C)(=O)OCC.CCCCCC (ethyl acetate hexane), C(C)N1N=C(C=C1C)C(=O)C[C@@H]1[C@H](C(N1C(C(=O)OCC=C)=P(CCCC)(CCCC)CCCC)=O)[C@@H](C)O (Allyl 2-{(3S,4R)-4-[(1-ethyl-5-methylpyrazol-3-yl)carbonylmethyl]-3-[(R)-1-hydroxyethyl]-2-oxoazetidinyl}-2-(tri-n-butylphosphoranylidene)acetate), C1(O)=CC=C(O)C=C1 (hydroquinone). Solvent: C1(=CC=CC=C1)C (toluene). Reaction conditions: time 64 hour. The product is O[C@H](C)[C@@H]1[C@@H]2N(C(=C(C2)C2=NN(C(=C2)C)CC)C(=O)OCC=C)C1=O (Allyl (5R,6S)-6-[(R)-1-hydroxyethyl]-2-(1-ethyl-5-methylpyrazol-3-yl)carbapen-2-em-3-carboxylate). RXN SMILES: [CH2:1]([N:3]1[C:7]([CH3:8])=[CH:6][C:5]([C:9]([CH2:11][C@H:12]2[N:15]([C:16](=P(CCCC)(CCCC)CCCC)[C:17]([O:19][CH2:20][CH:21]=[CH2:22])=[O:18])[C:14](=[O:36])[C@@H:13]2[C@H:37]([OH:39])[CH3:38])=O)=[N:4]1)[CH3:2].C1(C=CC(O)=CC=1)O.C(OCC)(=O)C.CCCCCC.C(OCC)(=O)C>C1(C)C=CC=CC=1>[OH:39][C@@H:37]([C@H:13]1[C:14](=[O:36])[N:15]2[C:16]([C:17]([O:19][CH2:20][CH:21]=[CH2:22])=[O:18])=[C:9]([C:5]3[CH:6]=[C:7]([CH3:8])[N:3]([CH2:1][CH3:2])[N:4]=3)[CH2:11][C@H:12]12)[CH3:38] |f:2.3|. Procedure details: Allyl 2-{(3S,4R)-4-[(1-ethyl-5-methylpyrazol-3-yl)carbonylmethyl]-3-[(R)-1-hydroxyethyl]-2-oxoazetidinyl}-2-(tri-n-butylphosphoranylidene)acetate (2.6), in toluene (120 ml) containing hydroquinone (20 mg) was heated under reflux in an argon atmosphere for 4 h, allowed to stand for 64 h, and then heated under reflux for a further 2 h. The mixture was cooled and then loaded onto a column (4.5×12 cm) of silica gel (particle size 0.040-0.063 mm), elutin with ethyl acetate/hexane mixtures; 1:1; 6:4; ...